This data is from the Open Reaction Database (ORD), a public repository of structured organic reaction records. The task is: describe an organic reaction: reactants, conditions, products, and yield Starting materials: ClC1=NC(=NC(=C1C=1N(CCN1)C(C)=O)Cl)N (4,6-dichloro-5-(1-acetyl-2-imidazolin-2-yl)-aminopyrimidine), C[O-].[Na+] (sodium methylate). Run at time 3 hour. Product: ClC1=NC(=NC(=C1C=1NCCN1)OC)N (4-chloro-6-methoxy-5-(2-imidazolin-2-yl)-aminopyrimidine). RXN SMILES: Cl[C:2]1[C:7]([C:8]2[N:9](C(=O)C)[CH2:10][CH2:11][N:12]=2)=[C:6]([Cl:16])[N:5]=[C:4]([NH2:17])[N:3]=1.[CH3:18][O-:19].[Na+]>>[Cl:16][C:6]1[C:7]([C:8]2[NH:9][CH2:10][CH2:11][N:12]=2)=[C:2]([O:19][CH3:18])[N:3]=[C:4]([NH2:17])[N:5]=1 |f:1.2|. Procedure: 3.5 g 4,6-dichloro-5-(1-acetyl-2-imidazolin-2-yl)-aminopyrimidine are introduced into 30 ml 1% sodium methylate solution. After three hours, the precipitate is vacuum dried, washed with water, and recrystallized from nitromethane. 2.1 g of 4-chloro-6-methoxy-5-(2-imidazolin-2-yl)-aminopyrimidine (melting point 212° C.), is obtained.